Dataset: the Open Reaction Database (ORD), a public repository of structured organic reaction records. Task: describe an organic reaction: reactants, conditions, products, and yield Starting materials: C1(=CC=CC=C1)C(C1=CC=CC=C1)=NC(C(=O)OCC)C1C2=C(CCC3=C1C=CC=C3)C=CC=C2 (ethyl α-[(diphenylmethylene)amino]-10,11-dihydro-5H-dibenzo[a,d]cycloheptene-5-acetate), Cl (hydrochloric acid). Yields the product Cl.NC(C(=O)O)C1C2=C(CCC3=C1C=CC=C3)C=CC=C2 (α-Amino-10,11-dihydro-5H -dibenzo[a,d]cycloheptene-5-acetic acid, hydrochloride). RXN SMILES: C1(C(=[N:14][CH:15]([CH:21]2[C:27]3[CH:28]=[CH:29][CH:30]=[CH:31][C:26]=3[CH2:25][CH2:24][C:23]3[CH:32]=[CH:33][CH:34]=[CH:35][C:22]2=3)[C:16]([O:18]CC)=[O:17])C2C=CC=CC=2)C=CC=CC=1.[ClH:36]>>[ClH:36].[NH2:14][CH:15]([CH:21]1[C:27]2[CH:28]=[CH:29][CH:30]=[CH:31][C:26]=2[CH2:25][CH2:24][C:23]2[CH:32]=[CH:33][CH:34]=[CH:35][C:22]1=2)[C:16]([OH:18])=[O:17] |f:2.3|. Procedure details: The crude ethyl α-[(diphenylmethylene)amino]-10,11-dihydro-5H-dibenzo[a,d]cycloheptene-5-acetate is mixed with 250 mL of 6N hydrochloric acid solution and heated at reflux for 2 hours. After cooling to room temperature a solid is collected by filtration, washed with water and diethyl ether, air dried, then dried at 50° C./2 mm Hg. This provides 6.43 g of the title compound; mp >280° C. The reactants are CC(C)(C)OC(=O)NC1CCNC1, CS(C)=O, C=C1COc2c(F)c(F)cc3c(=O)c(C(=O)O)cn1c23. Product: C=C1COc2c(N3CCC(NC(=O)OC(C)(C)C)C3)c(F)cc3c(=O)c(C(=O)O)cn1c23. As a reaction SMILES: [C:21]([CH3:22])([CH3:23])([CH3:24])[O:25][C:26](=[O:27])[NH:28][CH:29]1[CH2:30][NH:31][CH2:32][CH2:33]1.[CH3:34][S:35](=[O:36])[CH3:37].[F:1][c:2]1[c:3]([F:20])[c:4]2[c:5]3[n:6]([cH:11][c:12]([C:17](=[O:18])[OH:19])[c:13](=[O:16])[c:14]3[cH:15]1)[C:7](=[CH2:10])[CH2:8][O:9]2>>[F:1][c:2]1[c:3]([N:31]2[CH2:30][CH:29]([NH:28][C:26]([O:25][C:21]([CH3:22])([CH3:23])[CH3:24])=[O:27])[CH2:33][CH2:32]2)[c:4]2[c:5]3[n:6]([cH:11][c:12]([C:17](=[O:18])[OH:19])[c:13](=[O:16])[c:14]3[cH:15]1)[C:7](=[CH2:10])[CH2:8][O:9]2. Starting materials: ClCCl (dichloromethane), ClC(=CC=O)C1=CC(=C(C=C1)Br)Cl (3-chloro-3-(4-bromo-3-chlorophenyl)propenal), [OH-].[Na+] (sodium hydroxide). The solvent is O1CCOCC1 (1,4-dioxane), O (water), O1CCOCC1 (1,4-dioxane). Conditions: temperature 80 celsius, time 30 minute. Yields the product BrC1=C(C=C(C=C1)C#C)Cl (1-Bromo-2-chloro-4-ethynylbenzene). RXN SMILES: [OH-].[Na+].Cl[C:4]([C:8]1[CH:13]=[CH:12][C:11]([Br:14])=[C:10]([Cl:15])[CH:9]=1)=[CH:5]C=O.ClCCl>O.O1CCOCC1>[Br:14][C:11]1[CH:12]=[CH:13][C:8]([C:4]#[CH:5])=[CH:9][C:10]=1[Cl:15] |f:0.1|. Procedure: 40 g of sodium hydroxide are dissolved, under an inert atmosphere, in 230 ml of water, 120 ml of 1,4-dioxane are added and the reaction mixture is heated to 80° C. 17.5 g of 3-chloro-3-(4-bromo-3-chlorophenyl)propenal dissolved in 400 ml of 1,4-dioxane are added and the reaction mixture is stirred for 30 minutes at 80° C. The reaction mixture is allowed to cool to room temperature and 2300 ml of dichloromethane are then added. The phases are separated after settling has taken place and the organ... The reactants are C1NC[C@H]2[C@@H]1CC[C@@H]2NC(OC(C)(C)C)=O (tert-butyl(3aR,4S,6aS)-octahydrocyclopenta[c]pyrrol-4-ylcarbamate), BrC1=C(C=CC=C1)C(F)(F)F (1-bromo-2-(trifluoromethyl)benzene), P(=O)([O-])([O-])[O-].[K+].[K+].[K+] (potassium phosphate), C1(CCCCC1)P(C1=C(C=CC=C1)C1=C(C=C(C=C1C(C)C)C(C)C)C(C)C)C1CCCCC1 (2-dicyclohexylphosphino-2′,4′,6′-triisopropylbiphenyl). Product: FC(C1=C(C=CC=C1)N1C[C@@H]2[C@H](C1)[C@H](CC2)NC(OC(C)(C)C)=O)(F)F (tert-butyl (3aR,4S,6aS)-2-(2-(trifluoromethyl)phenyl)octahydrocyclopenta[c]pyrrol-4-ylcarbamate). Reagents/catalysts: C=1C=CC(=CC1)/C=C/C(=O)/C=C/C2=CC=CC=C2.C=1C=CC(=CC1)/C=C/C(=O)/C=C/C2=CC=CC=C2.C=1C=CC(=CC1)/C=C/C(=O)/C=C/C2=CC=CC=C2.[Pd].[Pd] (tris(dibenzylideneacetone)dipalladium(0)). Reaction conditions: temperature 80 celsius. As a reaction SMILES: [CH2:1]1[C@H:5]2[CH2:6][CH2:7][C@H:8]([NH:9][C:10](=[O:16])[O:11][C:12]([CH3:15])([CH3:14])[CH3:13])[C@H:4]2[CH2:3][NH:2]1.Br[C:18]1[CH:23]=[CH:22][CH:21]=[CH:20][C:19]=1[C:24]([F:27])([F:26])[F:25].P([O-])([O-])([O-])=O.[K+].[K+].[K+].C1(P(C2CCCCC2)C2C=CC=CC=2C2C(C(C)C)=CC(C(C)C)=CC=2C(C)C)CCCCC1>C(O)(CC)(C)C.C(OCC)(=O)C.C1C=CC(/C=C/C(/C=C/C2C=CC=CC=2)=O)=CC=1.C1C=CC(/C=C/C(/C=C/C2C=CC=CC=2)=O)=CC=1.C1C=CC(/C=C/C(/C=C/C2C=CC=CC=2)=O)=CC=1.[Pd].[Pd]>[F:25][C:24]([F:27])([F:26])[C:19]1[CH:20]=[CH:21][CH:22]=[CH:23][C:18]=1[N:2]1[CH2:3][C@@H:4]2[C@@H:8]([NH:9][C:10](=[O:16])[O:11][C:12]([CH3:13])([CH3:15])[CH3:14])[CH2:7][CH2:6][C@@H:5]2[CH2:1]1 |f:2.3.4.5,9.10.11.12.13|. Procedure details: To a microwave vial under nitrogen was added tert-butyl(3aR,4S,6aS)-octahydrocyclopenta[c]pyrrol-4-ylcarbamate from Example 216 step B (290 mg, 1.281 mmol), 1-bromo-2-(trifluoromethyl)benzene (0.183 mL, 1.345 mmol), potassium phosphate, tribasic (446 mg, 2.56 mmol), tris(dibenzylideneacetone)dipalladium(0) (23.47 mg, 0.026 mmol) and 2-dicyclohexylphosphino-2′,4′,6′-triisopropylbiphenyl (X-PHOS, 48.9 mg, 0.103 mmol) in t-amyl alcohol (2.0 mL). The reaction was heated at 80° C. for 18 hours. The r... Run in C(C)(C)(CC)O (t-amyl alcohol), C(C)(=O)OCC (ethyl acetate). Starting materials: C(C)OC(=O)C1NC2=CC=CC=C2C1 (indoline-2-carboxylic acid ethyl ester), C([O-])([O-])=O.[K+].[K+] (potassium carbonate), BrC(C(=O)Cl)C (2-bromopropanoyl chloride). The solvent is C(Cl)Cl (methylene chloride), C(Cl)Cl (methylene chloride). Reaction conditions: time 2 hour. The product is C(C)OC(=O)C1N(C2=CC=CC=C2C1)C(C(C)Br)=O (1-(2-bromopropanoyl)-indoline-2-carboxylic acid ethyl ester). RXN SMILES: [CH2:1]([O:3][C:4]([CH:6]1[CH2:14][C:13]2[C:8](=[CH:9][CH:10]=[CH:11][CH:12]=2)[NH:7]1)=[O:5])[CH3:2].C(=O)([O-])[O-].[K+].[K+].[Br:21][CH:22]([CH3:26])[C:23](Cl)=[O:24]>C(Cl)Cl>[CH2:1]([O:3][C:4]([CH:6]1[CH2:14][C:13]2[C:8](=[CH:9][CH:10]=[CH:11][CH:12]=2)[N:7]1[C:23](=[O:24])[CH:22]([Br:21])[CH3:26])=[O:5])[CH3:2] |f:1.2.3|. Reported procedure: The starting material is prepared as follows: To 2.7 g of indoline-2-carboxylic acid ethyl ester and 3.4 g of powdered potassium carbonate in 30 ml of methylene chloride, 2.42 g of 2-bromopropanoyl chloride in 10 ml of methylene chloride are added during 2 minutes. The mixture is stirred at room temperature for 2 hours and then partitioned between 50 ml of water and 100 ml of diethyl ether. The organic layer is washed twice with 30 ml of 1N hydrochloric acid and 25 ml of saturated aqueous sodium... The product is COC1=C(C(=CC=C1)C(F)(F)F)O (2-Methoxy-6-trifluoromethylphenol). Reaction SMILES: C([Li])CCC.[F:6][C:7]([F:17])([F:16])[C:8]1[CH:9]=[C:10]([O:14][CH3:15])[CH:11]=[CH:12][CH:13]=1.B(OC)(OC)[O:19]C.N>CCCCCC.O1CCCC1.CN(C)CCN(C)C>[CH3:15][O:14][C:10]1[CH:11]=[CH:12][CH:13]=[C:8]([C:7]([F:16])([F:17])[F:6])[C:9]=1[OH:19]. Reported procedure: A solution containing 160 ml of 1.6 molar butyllithium in hexane, 300 ml of tetrahydrofuran and 40 ml of N,N,N',N'-tetramethylethylenediamine was cooled to -78° C. and 43.3 g of 3-trifluoromethylanisole was added with stirring under nitrogen atmosphere. The solution was allowed to warm up to room temperature and cooled then again to -78° C. after which 35 ml of trimethyl borate was added. The solution was warmed up to 20° C. and 50 ml of conc. ammonia solution was added. The solvents were evapor... Reaction conditions: temperature -78 celsius. The solvent is CCCCCC (hexane), O1CCCC1 (tetrahydrofuran), CN(CCN(C)C)C (N,N,N',N'-tetramethylethylenediamine). Reactants: N (ammonia), FC(C=1C=C(C=CC1)OC)(F)F (3-trifluoromethylanisole), C(CCC)[Li] (butyllithium), B(OC)(OC)OC (trimethyl borate). The reactants are NC=1SC(=C(N1)C)C1=CC(=C(C=C1)OC(C)C)Br (2-Amino-5-(3-bromo-4-isopropoxyphenyl)-4-methylthiazole), N(=O)OCCC(C)C (isoamyl nitrite). The solvent is C1CCOC1 (THF), C1CCOC1 (THF). Yields the product BrC=1C=C(C=CC1OC(C)C)C1=C(N=CS1)C (5-(3-Bromo-4-isopropoxyphenyl)-4-methylthiazole). The yield is 45.2%. Reaction SMILES: N[C:2]1[S:3][C:4]([C:8]2[CH:13]=[CH:12][C:11]([O:14][CH:15]([CH3:17])[CH3:16])=[C:10]([Br:18])[CH:9]=2)=[C:5]([CH3:7])[N:6]=1.N(OCCC(C)C)=O>C1COCC1>[Br:18][C:10]1[CH:9]=[C:8]([C:4]2[S:3][CH:2]=[N:6][C:5]=2[CH3:7])[CH:13]=[CH:12][C:11]=1[O:14][CH:15]([CH3:17])[CH3:16]. Procedure details: A solution of 118 mg (0.361 mmol) of 2-amino-5-(3-bromo-4-isopropoxyphenyl)-4-methylthiazole (from Example 230, Step B) in 3.6 mL of THF was added to a solution of 0.107 mL (93 mg, 0.80 mmol) of isoamyl nitrite in 2.4 mL of THF. The resulting solution was refluxed for 1 h. The cooled mixture was partitioned between 25 mL of dichloromethane and 10 mL of water, and the aqueous layer was extracted with 2×25 mL of dichloromethane. The combined organic layers were dried over sodium sulfate, decanted,... Reactants: solution, C(C=C)OCC=C (diallyl ether), C1(=CC=CC=C1)[SiH](C1=CC=CC=C1)C1=CC=CC=C1 (triphenylsilane). The reagents and catalysts are [H+].[H+].Cl[Pt-2](Cl)(Cl)(Cl)(Cl)Cl (chloroplatinic acid). Run in CC(C)O (2-propanol). Conditions: time 3 hour. The product is C(C=C)OCCC[Si](C1=CC=CC=C1)(C1=CC=CC=C1)C1=CC=CC=C1 (3-allyloxypropyltriphenylsilane). The yield is 80.3%. Reaction SMILES: [CH2:1]([O:4][CH2:5][CH:6]=[CH2:7])[CH:2]=[CH2:3].[C:8]1([SiH:14]([C:21]2[CH:26]=[CH:25][CH:24]=[CH:23][CH:22]=2)[C:15]2[CH:20]=[CH:19][CH:18]=[CH:17][CH:16]=2)[CH:13]=[CH:12][CH:11]=[CH:10][CH:9]=1>CC(O)C.[H+].[H+].Cl[Pt-2](Cl)(Cl)(Cl)(Cl)Cl>[CH2:1]([O:4][CH2:5][CH2:6][CH2:7][Si:14]([C:15]1[CH:16]=[CH:17][CH:18]=[CH:19][CH:20]=1)([C:21]1[CH:26]=[CH:25][CH:24]=[CH:23][CH:22]=1)[C:8]1[CH:9]=[CH:10][CH:11]=[CH:12][CH:13]=1)[CH:2]=[CH2:3] |f:3.4.5|. Procedure: 0.5 ml of a 0.1 N solution of chloroplatinic acid as the catalyst in 2-propanol was added to an excess amount [18.3 g (187 mmol)] of diallyl ether (F). 16 g (62.3 mmol) of triphenylsilane (A) was added thereto and the mixture was stirred at room temperature for 3 h. After confirming the completion of the reaction according to the disappearance of an absorption due to SiH at 2100 cm-1 in the I.R. absorption spectrum, excess (F) was distilled off under reduced pressure. The residue was purified ac...